Dataset: the Open Reaction Database (ORD), a public repository of structured organic reaction records. Task: describe an organic reaction: reactants, conditions, products, and yield The reactants are C1(CCCCC1)N=C=NC1CCCCC1 (dicyclohexylcarbodiimide), C1(=CC=CC=C1)C(C(=O)O)CC (2-phenylbutyric acid), CSC1=CC=C(C=C1)O (4-methylmercaptophenol). Run in C(Cl)Cl (CH2Cl2), C(Cl)Cl (CH2Cl2). Run at time 8 hour. Product: C1(=CC=CC=C1)C(C(=O)OC1=CC=C(C=C1)SC)CC (4-(methylmercapto)phenyl 2-phenylbutyrate). Yield: 72.5%. Reaction SMILES: [C:1]1([CH:7]([CH2:11][CH3:12])[C:8]([OH:10])=[O:9])[CH:6]=[CH:5][CH:4]=[CH:3][CH:2]=1.C1(N=C=NC2CCCCC2)CCCCC1.[CH3:28][S:29][C:30]1[CH:35]=[CH:34][C:33](O)=[CH:32][CH:31]=1>C(Cl)Cl>[C:1]1([CH:7]([CH2:11][CH3:12])[C:8]([O:10][C:33]2[CH:34]=[CH:35][C:30]([S:29][CH3:28])=[CH:31][CH:32]=2)=[O:9])[CH:6]=[CH:5][CH:4]=[CH:3][CH:2]=1. Procedure details: To a flask containing 2-phenylbutyric acid (4.93 g, 30 mmol) in 40 mL of CH2Cl2 at 0° C. was added dicyclohexylcarbodiimide (6.19 g, 30 mmol) in 30 mL of CH2Cl2. Solid 4-methylmercaptophenol (4.21 g, 30 mmol) was added and the suspension stirred at room temperature overnight. The precipitated urea was filtered, the filtrate evaporated and the residue chromatographed on silica gel (CH2Cl2)to give 4-(methylmercapto)phenyl 2-phenylbutyrate (6.23 g, 73%) as a light yellow oil which was crystallized ... The reactants are O1C(=CC=C1)C1=CC(=NO1)COS(=O)(=O)C (methane sulfonic acid 5-furan-2-yl-isoxazol-3-ylmethyl ester), [N-]=[N+]=[N-].[Na+] (sodium azide). The solvent is CN(C)C=O (DMF). Reaction conditions: time 15 hour. Product: N(=[N+]=[N-])CC1=NOC(=C1)C=1OC=CC1 (3-azidomethyl-5-furan-2-yl-isoxazole). Isolated yield 86.8%. Reaction SMILES: [O:1]1[CH:5]=[CH:4][CH:3]=[C:2]1[C:6]1[O:10][N:9]=[C:8]([CH2:11]OS(C)(=O)=O)[CH:7]=1.[N-:17]=[N+:18]=[N-:19].[Na+]>CN(C=O)C>[N:17]([CH2:11][C:8]1[CH:7]=[C:6]([C:2]2[O:1][CH:5]=[CH:4][CH:3]=2)[O:10][N:9]=1)=[N+:18]=[N-:19] |f:1.2|. Reported procedure: To a solution of 2.21 g of methane sulfonic acid 5-furan-2-yl-isoxazol-3-ylmethyl ester in 45 mL of DMF was added 0.61 g of sodium azide. After stirring for 15 hrs, the reaction mixture was concentrated under reduced pressure. The residue was dissolved in methylene chloride and distilled water, and the organic layer was separated. The organic layer was dried over anhydrous sodium sulfate, filtered and concentrated in vacuo to afford 1.50 g of 3-azidomethyl-5-furan-2-yl-isoxazole. This concentrat... Reactants: N([N+](=O)[O-])C=1NCCN1 (2-(nitramino)-2-imidazoline), NCC(C1=CC=C(C=C1)Cl)O (α-(aminomethyl)-p-chlorobenzyl alcohol). Run in C=1(C(=CC=CC1)C)C (xylene), C=1(C(=CC=CC1)C)C (xylene). Product: ClC1=CC=C(C(CNC=2NCCN2)O)C=C1 (p-chloro-α-(2-imidazolin-2-ylaminomethyl)benzyl alcohol). RXN SMILES: [NH:1]([C:5]1[NH:6][CH2:7][CH2:8][N:9]=1)[N+]([O-])=O.N[CH2:11][CH:12]([OH:20])[C:13]1[CH:18]=[CH:17][C:16]([Cl:19])=[CH:15][CH:14]=1>C1(C)C(C)=CC=CC=1>[Cl:19][C:16]1[CH:17]=[CH:18][C:13]([CH:12]([OH:20])[CH2:11][NH:1][C:5]2[NH:6][CH2:7][CH2:8][N:9]=2)=[CH:14][CH:15]=1. Procedure: To 5.2 parts of 2-(nitramino)-2-imidazoline is added a solution of 7.5 parts of α-(aminomethyl)-p-chlorobenzyl alcohol in 40 parts of xylene while heating. Upon completion, sitrring is continued while heating in an oil-bath at 150°-160°C. and while the xylene is partly distilled off (till gas evolution ceases). The residue is cooled and after the addition of a few parts of acetone, the product is allowed to crystallize. It is filtered off, washed successively with acetone and diisopropylether, d... Starting materials: CN(C)C=O, COc1ccc(C(Cc2ccc(Cl)cc2Cl)OC2CCCC(COS(=O)(=O)c3ccc(C)cc3)O2)cc1, [H-], [I-], [Na+], [Na+], c1nc[nH]n1. The product is COc1ccc(C(Cc2ccc(Cl)cc2Cl)OC2CCCC(Cn3cncn3)O2)cc1. RXN SMILES: [CH3:47][N:48]([CH3:49])[CH:50]=[O:51].[Cl:10][c:11]1[c:12]([CH2:13][CH:14]([c:15]2[cH:16][cH:17][c:18]([O:21][CH3:22])[cH:19][cH:20]2)[O:23][CH:24]2[CH2:25][CH2:26][CH2:27][CH:28]([CH2:30][O:31][S:32]([c:33]3[cH:34][cH:35][c:36]([CH3:37])[cH:38][cH:39]3)(=[O:40])=[O:41])[O:29]2)[cH:42][cH:43][c:44]([Cl:46])[cH:45]1.[H-:6].[I-:9].[Na+:7].[Na+:8].[nH:1]1[n:2][cH:3][n:4][cH:5]1>>[n:1]1([CH2:30][CH:28]2[CH2:27][CH2:26][CH2:25][CH:24]([O:23][CH:14]([CH2:13][c:12]3[c:11]([Cl:10])[cH:45][c:44]([Cl:46])[cH:43][cH:42]3)[c:15]3[cH:16][cH:17][c:18]([O:21][CH3:22])[cH:19][cH:20]3)[O:29]2)[n:2][cH:3][n:4][cH:5]1. Starting materials: CC(C)=O, CO, CC(NC1CSCC1C(=O)N1CCCC(Cc2ccc(F)cc2)C1)c1ccccc1, O. The product is CC(NC1CS(=O)(=O)CC1C(=O)N1CCCC(Cc2ccc(F)cc2)C1)c1ccccc1. RXN SMILES: [CH3:31][C:32]([CH3:33])=[O:34].[CH3:36][OH:37].[F:1][c:2]1[cH:3][cH:4][c:5]([CH2:6][CH:7]2[CH2:8][N:9]([C:13](=[O:14])[CH:15]3[CH2:16][S:17][CH2:18][CH:19]3[NH:20][CH:21]([CH3:22])[c:23]3[cH:24][cH:25][cH:26][cH:27][cH:28]3)[CH2:10][CH2:11][CH2:12]2)[cH:29][cH:30]1.[OH2:35]>>[F:1][c:2]1[cH:3][cH:4][c:5]([CH2:6][CH:7]2[CH2:8][N:9]([C:13](=[O:14])[CH:15]3[CH2:16][S:17](=[O:34])(=[O:35])[CH2:18][CH:19]3[NH:20][CH:21]([CH3:22])[c:23]3[cH:24][cH:25][cH:26][cH:27][cH:28]3)[CH2:10][CH2:11][CH2:12]2)[cH:29][cH:30]1.